From a dataset of the Open Reaction Database (ORD), a public repository of structured organic reaction records. describe an organic reaction: reactants, conditions, products, and yield Starting materials: CCO, CO, ClC(Cl)Cl, Cl, Fc1ccc2c(-c3ccc(OCC4CO4)cc3)noc2c1, NCc1ccccc1. The product is OC(CNCc1ccccc1)COc1ccc(-c2noc3cc(F)ccc23)cc1. Reaction SMILES: [CH3:30][CH2:31][OH:32].[CH3:34][OH:35].[CH:36]([Cl:37])([Cl:38])[Cl:39].[ClH:33].[F:1][c:2]1[cH:3][c:4]2[c:5]([c:6](-[c:9]3[cH:10][cH:11][c:12]([O:15][CH2:16][CH:17]4[O:18][CH2:19]4)[cH:13][cH:14]3)[n:7][o:8]2)[cH:20][cH:21]1.[NH2:22][CH2:23][c:24]1[cH:25][cH:26][cH:27][cH:28][cH:29]1>>[F:1][c:2]1[cH:3][c:4]2[c:5]([c:6](-[c:9]3[cH:10][cH:11][c:12]([O:15][CH2:16][CH:17]([OH:18])[CH2:19][NH:22][CH2:23][c:24]4[cH:25][cH:26][cH:27][cH:28][cH:29]4)[cH:13][cH:14]3)[n:7][o:8]2)[cH:20][cH:21]1. Starting materials: ClC1=NSC2=C1C=C(C=C2)S(=O)(=O)Cl (3-chlorobenzo[d]isothiazole-5-sulfonyl chloride), C(C)(C)N(CC)C(C)C (diisopropylethylamine), COC1=CC=C(CN)C=C1 (4-methoxybenzylamine). The solvent is C(Cl)Cl (methylene chloride), C(Cl)Cl (methylene chloride). Reaction conditions: time 6 hour. Yields the product ClC1=NSC2=C1C=C(C=C2)S(=O)(=O)NCC2=CC=C(C=C2)OC (3-chloro-N-(4-methoxybenzyl)benzo-[d]isothiazole-5-sulfonamide). Yield: 45.2%. RXN SMILES: [Cl:1][C:2]1[C:6]2[CH:7]=[C:8]([S:11](Cl)(=[O:13])=[O:12])[CH:9]=[CH:10][C:5]=2[S:4][N:3]=1.C(N(C(C)C)CC)(C)C.[CH3:24][O:25][C:26]1[CH:33]=[CH:32][C:29]([CH2:30][NH2:31])=[CH:28][CH:27]=1>C(Cl)Cl>[Cl:1][C:2]1[C:6]2[CH:7]=[C:8]([S:11]([NH:31][CH2:30][C:29]3[CH:32]=[CH:33][C:26]([O:25][CH3:24])=[CH:27][CH:28]=3)(=[O:13])=[O:12])[CH:9]=[CH:10][C:5]=2[S:4][N:3]=1. Reported procedure: To a solution of 3-chlorobenzo[d]isothiazole-5-sulfonyl chloride (90 mg, 0.33 mmol) in methylene chloride (2 mL), diisopropylethylamine (142 μL, 0.82 mmol) and 4-methoxybenzylamine (85 μL, 0.65 mmol) were added at room temperature. After stirring for 6 h, the reaction mixture was diluted with methylene chloride (20 mL) and washed with 10% HCl aqueous solution and brine. The organic layer was then dried over anhydrous magnesium sulfate, filtered and concentrated under reduced pressure to give a b... The reactants are C(C)(=O)OC(C)=O (acetic anhydride), CC(CC(C(C)[N+](=O)[O-])O)CCC=C(CCC=C(C)C)C (5,9,13-Trimethyl-2-nitrotetradeca-8,12-dien-3-ol), OS(=O)(=O)O (H2SO4). Solvent: CCOCC (ether), O (H2O). Conditions: temperature -10 celsius, time 12.5 minute. Yields the product C(C)(=O)OC(C(C)[N+](=O)[O-])CC(CCC=C(CCC=C(C)C)C)C (5,9,13-Trimethyl-2-nitrotetradeca-8,12-dien-3-yl acetate). Isolated yield 39.6%. Reaction SMILES: [C:1](OC(=O)C)(=[O:3])[CH3:2].[CH3:8][CH:9]([CH2:18][CH2:19][CH:20]=[C:21]([CH3:28])[CH2:22][CH2:23][CH:24]=[C:25]([CH3:27])[CH3:26])[CH2:10][CH:11]([OH:17])[CH:12]([N+:14]([O-:16])=[O:15])[CH3:13].OS(O)(=O)=O>CCOCC.O>[C:1]([O:17][CH:11]([CH2:10][CH:9]([CH3:8])[CH2:18][CH2:19][CH:20]=[C:21]([CH3:28])[CH2:22][CH2:23][CH:24]=[C:25]([CH3:26])[CH3:27])[CH:12]([N+:14]([O-:16])=[O:15])[CH3:13])(=[O:3])[CH3:2]. Reported procedure: A flask containing 1.15 g of acetic anhydride was cooled to −10° C. with a salt-ice bath, and 3.1 g of 4 was added with magnetic stirring under an N2 atmosphere. After 10-15 min, 25 mL of concentrated H2SO4 was added. The reaction mixture was allowed to stir for an additional 10 min, after which it was diluted with 40 mL of ether and 10 mL of H2O. The mixture was extracted three times with 15 mL of saturated aqueous sodium bicarbonate and once with 10 mL of saturated aqueous NaCl. The ether laye... The reactants are O1CCNC2=C1C=C(C=C2)OC2=C1C3=C(C(NC1=NC=C2)=O)C=CC=C3 (1-(3,4-Dihydro-2H-benzo[1,4]oxazin-7-yloxy)-5H-benzo[c][1,8]naphthyridin-6-one), ClC1=CC(=CC=C1)N=C=O (1-chloro-3-isocyanato-benzene), CCN(C(C)C)C(C)C (DIEA). The solvent is O1CCOCC1 (dioxane), O.CCOC(=O)C (H2O EtOAc). Yields the product ClC=1C=C(C=CC1)NC(=O)N1CCOC2=C1C=CC(=C2)OC2=C1C3=C(C(NC1=NC=C2)=O)C=CC=C3 (7-(6-Oxo-5,6-dihydro-benzo[c][1,8]naphthyridin-1-yloxy)-2,3-dihydro-benzo[1,4]oxazine-4-carboxylic acid (3-chloro-phenyl)-amide). The yield is 22.9%. Reaction SMILES: [O:1]1[C:6]2[CH:7]=[C:8]([O:11][C:12]3[CH:21]=[CH:20][N:19]=[C:18]4[C:13]=3[C:14]3[CH:26]=[CH:25][CH:24]=[CH:23][C:15]=3[C:16](=[O:22])[NH:17]4)[CH:9]=[CH:10][C:5]=2[NH:4][CH2:3][CH2:2]1.[Cl:27][C:28]1[CH:33]=[CH:32][CH:31]=[C:30]([N:34]=[C:35]=[O:36])[CH:29]=1.CCN(C(C)C)C(C)C>O1CCOCC1.O.CCOC(C)=O>[Cl:27][C:28]1[CH:29]=[C:30]([NH:34][C:35]([N:4]2[C:5]3[CH:10]=[CH:9][C:8]([O:11][C:12]4[CH:21]=[CH:20][N:19]=[C:18]5[C:13]=4[C:14]4[CH:26]=[CH:25][CH:24]=[CH:23][C:15]=4[C:16](=[O:22])[NH:17]5)=[CH:7][C:6]=3[O:1][CH2:2][CH2:3]2)=[O:36])[CH:31]=[CH:32][CH:33]=1 |f:4.5|. Procedure details: Compound 218 (25 mg, 0.07 mmol), 1-chloro-3-isocyanato-benzene (17 mg, 0.11 mmol), and DIEA (0.04 mL, 0.22 mmol) were dissolved in dioxane (2 mL) and stirred and stirred for 30 minutes at 100° C. in microwave. The reaction mixture was diluted with H2O/EtOAc, and filtered through an Extrelut column. The column was washed with EtOAc, and the filtrate was concentrated. The crude product was purified via Biotage eluting with a gradient of 50 to 100% EtOAc in hexanes to provide 221 (8 mg, 22% yield) ... Starting materials: crude product, NN=CNC=1SC=C(N1)CSCCN=COCC (ethyl N-[2-[[[2-[(aminoiminomethyl)amino]-4-thiazolyl]methyl]thio]ethyl]formimidate), BrC1=CC=C(C=C1)S(=O)(=O)N (p-bromobenzenesulfonamide). The solvent is CO (methanol). The product is BrC1=CC=C(C=C1)S(=O)(=O)NC=NCCSCC=1N=C(SC1)NC=NN (N-p-bromobenzene-sulphonyl-N'-[2-[[[2-[(aminoiminomethyl)amino]-4-thiazolyl]methyl]thio]ethyl]formamidine). RXN SMILES: [NH2:1][N:2]=[CH:3][NH:4][C:5]1[S:6][CH:7]=[C:8]([CH2:10][S:11][CH2:12][CH2:13][N:14]=[CH:15]OCC)[N:9]=1.[Br:19][C:20]1[CH:25]=[CH:24][C:23]([S:26]([NH2:29])(=[O:28])=[O:27])=[CH:22][CH:21]=1>CO>[Br:19][C:20]1[CH:21]=[CH:22][C:23]([S:26]([NH:29][CH:15]=[N:14][CH2:13][CH2:12][S:11][CH2:10][C:8]2[N:9]=[C:5]([NH:4][CH:3]=[N:2][NH2:1])[S:6][CH:7]=2)(=[O:27])=[O:28])=[CH:24][CH:25]=1. Procedure: To the crude product composed by ethyl N-[2-[[[2-[(aminoiminomethyl)amino]-4-thiazolyl]methyl]thio]ethyl]formimidate, 7.7 g of p-bromobenzenesulfonamide in 50 ml of methanol are dropwise added under stirring and at room temperature. The mixture is kept under stirring for 1 hour at room temperature, the solvent is removed by distillation under reduced pressure, and the obtained residue is purified by 60-silicagel column chromatography. 13.5 g of N-p-bromobenzene-sulphonyl-N'-[2-[[[2-[(aminoiminom... Reactants: CCN1C(=O)C(C(=O)OC(C)(C)C)CCc2ccc(OC)cc21, O=C(OOC(=O)c1ccccc1)c1ccccc1, ClC(Cl)(Cl)Cl, ClCCl, O=C1CCC(=O)N1Br. Yields the product CCN1C(=O)C(C(=O)OC(C)(C)C)C=Cc2ccc(OC)cc21. Reaction SMILES: [C:1]([CH3:2])([CH3:3])([CH3:4])[O:5][C:6](=[O:7])[CH:8]1[C:9](=[O:23])[N:10]([CH2:21][CH3:22])[c:11]2[c:12]([cH:15][cH:16][c:17]([O:19][CH3:20])[cH:18]2)[CH2:13][CH2:14]1.[C:32]([O:33][O:34][C:35](=[O:36])[c:37]1[cH:38][cH:39][cH:40][cH:41][cH:42]1)(=[O:43])[c:44]1[cH:45][cH:46][cH:47][cH:48][cH:49]1.[C:50]([Cl:51])([Cl:52])([Cl:53])[Cl:54].[Cl:55][CH2:56][Cl:57].[O:24]=[C:25]1[N:26]([Br:27])[C:28](=[O:29])[CH2:30][CH2:31]1>>[C:1]([CH3:2])([CH3:3])([CH3:4])[O:5][C:6](=[O:7])[CH:8]1[C:9](=[O:23])[N:10]([CH2:21][CH3:22])[c:11]2[c:12]([cH:15][cH:16][c:17]([O:19][CH3:20])[cH:18]2)[CH:13]=[CH:14]1. The reactants are NC1=NC=C(C=C1)Br (2-amino-5-bromopyridine), N1=CC=CC=C1 (pyridine), C1(=CC=C(C=C1)S(=O)(=O)Cl)C (para-toluenesulfonyl chloride). The solvent is O (water). Conditions: temperature 90 celsius, time 24 hour. Yields the product BrC=1C=CC(=NC1)NS(=O)(=O)C1=CC=C(C=C1)C (N-(5-bromopyridin-2-yl)-4-methylbenzenesulfonamide). Yield: 98.0%. As a reaction SMILES: [NH2:1][C:2]1[CH:7]=[CH:6][C:5]([Br:8])=[CH:4][N:3]=1.N1C=CC=CC=1.[C:15]1([CH3:25])[CH:20]=[CH:19][C:18]([S:21](Cl)(=[O:23])=[O:22])=[CH:17][CH:16]=1>O>[Br:8][C:5]1[CH:6]=[CH:7][C:2]([NH:1][S:21]([C:18]2[CH:19]=[CH:20][C:15]([CH3:25])=[CH:16][CH:17]=2)(=[O:23])=[O:22])=[N:3][CH:4]=1. Procedure: To a 500 mL round-bottomed flask was added 2-amino-5-bromopyridine (15.0 g, 86.7 mmol, Aldrich, St. Louis, Mo.), pyridine (150 mL, 1858 mmol) and finally para-toluenesulfonyl chloride (24.8 g, 130 mmol, Aldrich, St. Louis, Mo.) at rt. The mixture was stirred at 90° C. After 24 h, the mixture was allowed to cool to rt and then poured into water (600 mL). A precipitate formed and the mixture was stirred for 15 min and then filtered. The filtercake was washed with water and hexane and then dried un...